Task: describe an organic reaction: reactants, conditions, products, and yield. Dataset: the Open Reaction Database (ORD), a public repository of structured organic reaction records Procedure details: To a stirred suspension of 1-(methylsulfonyl)-4-(4-bromophenyl)piperazine (5.77 g, 18.1 mmol), phenyl acetylene (3.97 mL, 36.1 mmol), Copper (I) iodide (38 mg, 0.2 mmol) and triphenylphosphine (95 mg, 0.36 mmol) in piperidine (72 mL) at 20° C. was added dichlorobis(triphenylphosphine)palladium(II) (38 mg, 54 mmol). The reaction was warmed to 105° C. and stirred for 14 hours under an inert atmosphere. Volatiles were removed in vacuo, and the solid residue was dissolved in CH2Cl2 (200 mL) and wash... Run at temperature 105 celsius, time 14 hour. Starting materials: CS(=O)(=O)N1CCN(CC1)C1=CC=C(C=C1)Br (1-(methylsulfonyl)-4-(4-bromophenyl)piperazine), C1(=CC=CC=C1)C#C (phenyl acetylene). Reagents/catalysts: Cl[Pd]([P](C1=CC=CC=C1)(C2=CC=CC=C2)C3=CC=CC=C3)([P](C4=CC=CC=C4)(C5=CC=CC=C5)C6=CC=CC=C6)Cl (dichlorobis(triphenylphosphine)palladium(II)), [Cu]I (Copper (I) iodide), C1(=CC=CC=C1)P(C1=CC=CC=C1)C1=CC=CC=C1 (triphenylphosphine). As a reaction SMILES: [CH3:1][S:2]([N:5]1[CH2:10][CH2:9][N:8]([C:11]2[CH:16]=[CH:15][C:14](Br)=[CH:13][CH:12]=2)[CH2:7][CH2:6]1)(=[O:4])=[O:3].[C:18]1([C:24]#[CH:25])[CH:23]=[CH:22][CH:21]=[CH:20][CH:19]=1>N1CCCCC1.[Cu]I.Cl[Pd](Cl)([P](C1C=CC=CC=1)(C1C=CC=CC=1)C1C=CC=CC=1)[P](C1C=CC=CC=1)(C1C=CC=CC=1)C1C=CC=CC=1.C1(P(C2C=CC=CC=2)C2C=CC=CC=2)C=CC=CC=1>[CH3:1][S:2]([N:5]1[CH2:10][CH2:9][N:8]([C:11]2[CH:16]=[CH:15][C:14]([C:25]#[C:24][C:18]3[CH:23]=[CH:22][CH:21]=[CH:20][CH:19]=3)=[CH:13][CH:12]=2)[CH2:7][CH2:6]1)(=[O:4])=[O:3] |^1:36,55|. The solvent is N1CCCCC1 (piperidine). Yields the product CS(=O)(=O)N1CCN(CC1)C1=CC=C(C=C1)C#CC1=CC=CC=C1 (1-(methylsulfonyl)-4-[4-(phenylethynyl)phenyl]piperazine). Yield: 32.4%. The reactants are ice water, N(=O)[O-].[Na+] (sodium nitrite), C(C)C=1C=C(C=C(C1)C)O (3-ethyl-5-methylphenol), C(C)O (ethanol), Cl (hydrochloric acid). Run in O (water). Run at temperature 0 celsius. Yields the product C(C)C=1C=C(C=C(C1N=O)C)O (3-ethyl-4-nitroso-5-methylphenol). Reaction SMILES: [CH2:1]([C:3]1[CH:4]=[C:5]([OH:10])[CH:6]=[C:7]([CH3:9])[CH:8]=1)[CH3:2].C(O)C.Cl.[N:15]([O-])=[O:16].[Na+]>O>[CH2:1]([C:3]1[CH:4]=[C:5]([OH:10])[CH:6]=[C:7]([CH3:9])[C:8]=1[N:15]=[O:16])[CH3:2] |f:3.4|. Procedure details: 102 g (749 mmol) of 3-ethyl-5-methylphenol are introduced into 600 ml of ethanol. While stirring vigorously, 600 ml of concentrated hydrochloric acid are added dropwise, keeping the reaction vessel at room temperature by cooling. The reaction mixture is then cooled to 0° C. At this temperature, 77.5 g (1123.5 mmol) of sodium nitrite in 78 ml of deionised water are added dropwise. The resulting mixture is then stirred at 5° C. for 2 hours and subsequently poured into 3 liters of ice-water, when t... RXN SMILES: [CH2:1]([CH2:2][CH3:3])[NH:4][CH2:5][CH2:6][CH3:7].[CH3:8][n:9]1[c:10](=[O:21])[o:11][c:12]2[c:13]1[cH:14][cH:15][c:16]([CH2:18][CH2:19][Br:20])[cH:17]2.[O:22]1[CH2:23][CH2:24][O:25][CH2:26][CH2:27]1>>[CH2:1]([CH2:2][CH3:3])[N:4]([CH2:5][CH2:6][CH3:7])[CH2:19][CH2:18][c:16]1[cH:15][cH:14][c:13]2[n:9]([CH3:8])[c:10](=[O:21])[o:11][c:12]2[cH:17]1. Reactants: CCCNCCC, Cn1c(=O)oc2cc(CCBr)ccc21, C1COCCO1. Yields the product CCCN(CCC)CCc1ccc2c(c1)oc(=O)n2C.